This data is from the Open Reaction Database (ORD), a public repository of structured organic reaction records. The task is: describe an organic reaction: reactants, conditions, products, and yield The reactants are C(C)OC(NN=CC=1N=C(NC1C)C(C)(C)C)=O (3-[(2-tert-butyl-5-methyl-4-imidazolyl)methylene]carbazic acid ethyl ester), C(C)OC(NN=CC=1N=C(NC1C(C)C)CC(C)C)=O (3-[(2-isobutyl-5-isopropyl-4-imidazolyl)methylene]carbazic acid ethyl ester). Product: C(C(C)C)C1=NC(=C2N1C(NN=C2)=O)C(C)C (6-Isobutyl-8-isopropyl-imidazo[1,5-d]-as-triazin-4(3H)-one). As a reaction SMILES: C(OC(=O)NN=CC1N=C(C(C)(C)C)NC=1C)C.C([O:21][C:22](=O)[NH:23][N:24]=[CH:25][C:26]1[N:27]=[C:28]([CH2:34][CH:35]([CH3:37])[CH3:36])[NH:29][C:30]=1[CH:31]([CH3:33])[CH3:32])C>>[CH2:34]([C:28]1[N:27]2[C:22](=[O:21])[NH:23][N:24]=[CH:25][C:26]2=[C:30]([CH:31]([CH3:33])[CH3:32])[N:29]=1)[CH:35]([CH3:37])[CH3:36]. Procedure details: The general procedure of Example 81 is repeated but replacing the 3-[(2-tert-butyl-5-methyl-4-imidazolyl)methylene]carbazic acid ethyl ester employed in that example with 3-[(2-isobutyl-5-isopropyl-4-imidazolyl)methylene]carbazic acid ethyl ester. The reactants are C[O-], C#CC(C)(O)CCC=C(C)CCCC(C)C, [Na+]. The product is CC(=O)CCC=C(C)CCCC(C)C. Reaction SMILES: [CH3:1][O-:2].[CH3:4][C:5]([C:6]#[CH:7])([CH2:8][CH2:9][CH:10]=[C:11]([CH2:12][CH2:13][CH2:14][CH:15]([CH3:16])[CH3:17])[CH3:18])[OH:19].[Na+:3]>>[CH3:4][C:5]([CH2:8][CH2:9][CH:10]=[C:11]([CH2:12][CH2:13][CH2:14][CH:15]([CH3:16])[CH3:17])[CH3:18])=[O:19]. Reactants: CC(CC)(C)C=1C=C(C=C(C1O)C(CC)(C)C)C(CBr)=O (1-[3,5-bis(1,1-dimethyl-propyl)-4-hydroxy-phenyl]-2-bromo-ethanone), OC1=C(C=C(C=O)C=C1)OC (4-hydroxy-3-methoxy-benzaldehyde), [I-].[Na+] (sodium iodide), C([O-])([O-])=O.[K+].[K+] (potassium carbonate), Cl (HCl). Solvent: C(C)(=O)OCC (ethyl acetate). Conditions: time 30 minute. The product is CC(CC)(C)C=1C=C(C=C(C1O)C(CC)(C)C)C(COC1=C(C=C(C=O)C=C1)OC)=O (4-{2-[3,5-bis(1,1-dimethyl-propyl)-4-hydroxy-phenyl]-2-oxo-ethoxy}-3-methoxy-benzaldehyde). The yield is 69.2%. Reaction SMILES: [OH:1][C:2]1[CH:9]=[CH:8][C:5]([CH:6]=[O:7])=[CH:4][C:3]=1[O:10][CH3:11].[I-].[Na+].C(=O)([O-])[O-].[K+].[K+].[CH3:20][C:21]([C:25]1[CH:26]=[C:27]([C:37](=[O:40])[CH2:38]Br)[CH:28]=[C:29]([C:32]([CH3:36])([CH3:35])[CH2:33][CH3:34])[C:30]=1[OH:31])([CH3:24])[CH2:22][CH3:23].Cl>C(OCC)(=O)C>[CH3:24][C:21]([C:25]1[CH:26]=[C:27]([C:37](=[O:40])[CH2:38][O:1][C:2]2[CH:9]=[CH:8][C:5]([CH:6]=[O:7])=[CH:4][C:3]=2[O:10][CH3:11])[CH:28]=[C:29]([C:32]([CH3:36])([CH3:35])[CH2:33][CH3:34])[C:30]=1[OH:31])([CH3:20])[CH2:22][CH3:23] |f:1.2,3.4.5|. Procedure: A mixture of 1.55 g (10 mmol) of 4-hydroxy-3-methoxy-benzaldehyde, 0.30 g (2.0 mmol) of sodium iodide and 3.05 g (22 mmol) of potassium carbonate in 100 ml of ethyl acetate is stirred for 30 minutes. Then 3.56 g (10 mmol) of 1-[3,5-bis(1,1-dimethyl-propyl)-4-hydroxy-phenyl]-2-bromo-ethanone is added and stirring at room temperature is continued for 16 hours. Then the mixture is acidified with 2N HCl and extracted with ethyl acetate. The combined extracts are washed with water, dried and evaporat... Starting materials: N1(N=CC=C1)C1=CC=C(C#N)C=C1 (4-(pyrazol-1-yl)benzonitrile), B (borane), O1CCCC1 (tetrahydrofuran). Solvent: CO (methanol). Product: N1(N=CC=C1)C1=CC=C(CN)C=C1 (4-(Pyrazol-1-yl)benzylamine). The yield is 83.0%. As a reaction SMILES: [N:1]1([C:6]2[CH:13]=[CH:12][C:9]([C:10]#[N:11])=[CH:8][CH:7]=2)[CH:5]=[CH:4][CH:3]=[N:2]1.B.O1CCCC1>CO>[N:1]1([C:6]2[CH:13]=[CH:12][C:9]([CH2:10][NH2:11])=[CH:8][CH:7]=2)[CH:5]=[CH:4][CH:3]=[N:2]1. Procedure: To 4-(pyrazol-1-yl)benzonitrile (see WO 2005/095343A) (1.46 g, 8.63 mmol) was added a solution of 1M borane.tetrahydrofuran complex in tetrahydrofuran (93 ml, 93 mmol), followed by heating to reflux for 16 hours. After completion of the reaction, methanol (14 ml) was added to the reaction solution, followed by concentration under reduced pressure. 6N Hydrochloric acid (265 ml) was added to the residue, followed by further heating to reflux for 3 hours. After this solution was concentrated under ... The reactants are COCCCCCC(=O)O (6-Methoxy-caproic acid), CO (methanol), Cl (hydrogen chloride). Run at time 8 hour. Yields the product COCCCCCC(=O)OC (methyl 6-methoxy-caproate). RXN SMILES: [CH3:1][O:2][CH2:3][CH2:4][CH2:5][CH2:6][CH2:7][C:8]([OH:10])=[O:9].Cl.[CH3:12]O>>[CH3:1][O:2][CH2:3][CH2:4][CH2:5][CH2:6][CH2:7][C:8]([O:10][CH3:12])=[O:9]. Reported procedure: 6-Methoxy-caproic acid (6.17 g) was dissolved in dry methanol (90 ml) containing hydrogen chloride (catalytic amount) and held overnight at room temperature. The solvent was distilled off from the reaction solution under reduced pressure to give methyl 6-methoxy-caproate. Yield; 5.68 g Starting materials: C(CN)N (ethylenediamine), ClCC1=NC=CC=N1 (2-chloromethylpyrimidine), OCC1=NC=CC=N1 (2-hydroxymethylpyrimidine), S(=O)(Cl)Cl (thionyl chloride). Yields the product N1=C(N=CC=C1)CNCCN (N-(2-pyrimidylmethyl)ethylenediamine). RXN SMILES: [CH2:1]([NH2:4])[CH2:2][NH2:3].Cl[CH2:6][C:7]1[N:12]=[CH:11][CH:10]=[CH:9][N:8]=1.OCC1N=CC=CN=1.S(Cl)(Cl)=O>>[N:8]1[CH:9]=[CH:10][CH:11]=[N:12][C:7]=1[CH2:6][NH:3][CH2:2][CH2:1][NH2:4]. Procedure: By the procedure of Example 34, ethylenediamine is reacted with 2-chloromethylpyrimidine, prepared by treating 2-hydroxymethylpyrimidine with thionyl chloride, to give N-(2-pyrimidylmethyl)ethylenediamine. Reactants: CS(C)=O, O=[N+]([O-])c1ccccc1F, [Li+], Cc1ccc(N)c(C#N)c1, [OH-], O. The product is Cc1ccc(Nc2ccccc2[N+](=O)[O-])c(C#N)c1. RXN SMILES: [CH3:24][S:25]([CH3:26])=[O:27].[F:1][c:2]1[c:3]([N+:8](=[O:9])[O-:10])[cH:4][cH:5][cH:6][cH:7]1.[Li+:23].[NH2:11][c:12]1[c:13]([C:14]#[N:15])[cH:16][c:17]([CH3:20])[cH:18][cH:19]1.[OH-:22].[OH2:21]>>[c:2]1([NH:11][c:12]2[c:13]([C:14]#[N:15])[cH:16][c:17]([CH3:20])[cH:18][cH:19]2)[c:3]([N+:8](=[O:9])[O-:10])[cH:4][cH:5][cH:6][cH:7]1.